From a dataset of the Open Reaction Database (ORD), a public repository of structured organic reaction records. describe an organic reaction: reactants, conditions, products, and yield Starting materials: O.C1(=CC(O)=CC(C)=C1)O (orcinol monohydrate), [N+](=O)([O-])C1=C(C=CC=C1)S(=O)(=O)Cl (2-nitrobenzenesulfonyl chloride). Solvent: C(C)OCC (diethyl ether), C(=O)(O)[O-].[Na+] (NaHCO3), O (water). Conditions: time 36 hour. Yields the product [N+](=O)([O-])C1=C(C=CC=C1)S(=O)(=O)OC1=C(C=CC=C1)O (2-(2-Nitrophenylsulfonyloxy)phenol). Yield: 64.0%. Reaction SMILES: [OH2:1].[C:2]1([OH:10])[CH:9]=[C:7](C)[CH:6]=[C:4](O)[CH:3]=1.[N+:11]([C:14]1[CH:19]=[CH:18][CH:17]=[CH:16][C:15]=1[S:20](Cl)(=[O:22])=[O:21])([O-:13])=[O:12]>C(OCC)C.C([O-])(O)=O.[Na+].O>[N+:11]([C:14]1[CH:19]=[CH:18][CH:17]=[CH:16][C:15]=1[S:20]([O:10][C:2]1[CH:3]=[CH:4][CH:6]=[CH:7][C:9]=1[OH:1])(=[O:22])=[O:21])([O-:13])=[O:12] |f:0.1,4.5|. Reported procedure: A mixture of orcinol monohydrate (4.32 g, 30.2 mmol) and 2-nitrobenzenesulfonyl chloride (6.65 g, 30.0 mmol) in diethyl ether (100 mL) and saturated NaHCO3 (100 mL) was stirred at ambient temperature for 36 h. The reaction mixture was diluted with water (100 mL) and extracted into 10% tetrahydrofuran/ethyl acetate, dried (MgSO4), and concentrated. The residue was diluted with diethyl ether (150 mL) and the resulting disulfonated product (1.6 g) removed by filtration. The filtrate was concentrate...